This data is from the Open Reaction Database (ORD), a public repository of structured organic reaction records. The task is: describe an organic reaction: reactants, conditions, products, and yield Conditions: temperature 95 celsius. Reported procedure: A solution of 1-(2,4-difluorophenyl)-2-(3-isopropyl-[1,2,4]triazolo[4,3-b]pyridazin-6-yl)ethanone (0.26 g, 0.82 mmol; Preparation #K.1), N,N-dimethylacetamide dimethyl acetal (0.22 g, 1.64 mmol) and toluene (5 mL) was heated at about 110° C. in an oil bath for about 45 min. The reaction mixture was cooled and then concentrated under reduced pressure. 1,4-Dioxane (5.0 mL) and hydrazine (0.055 g, 1.64 mmol) were added to the mixture and it was then heated at about 95° C. in an oil bath for about 1... Reaction SMILES: [F:1][C:2]1[CH:7]=[C:6]([F:8])[CH:5]=[CH:4][C:3]=1[C:9](=O)[CH2:10][C:11]1[CH:12]=[CH:13][C:14]2[N:15]([C:17]([CH:20]([CH3:22])[CH3:21])=[N:18][N:19]=2)[N:16]=1.CO[C:26](OC)([N:28](C)C)[CH3:27].C1(C)C=CC=CC=1.[NH2:40]N>O1CCOCC1>[F:1][C:2]1[CH:7]=[C:6]([F:8])[CH:5]=[CH:4][C:3]=1[C:9]1[C:10]([C:11]2[CH:12]=[CH:13][C:14]3[N:15]([C:17]([CH:20]([CH3:22])[CH3:21])=[N:18][N:19]=3)[N:16]=2)=[C:26]([CH3:27])[NH:28][N:40]=1. Starting materials: FC1=C(C=CC(=C1)F)C(CC=1C=CC=2N(N1)C(=NN2)C(C)C)=O (1-(2,4-difluorophenyl)-2-(3-isopropyl-[1,2,4]triazolo[4,3-b]pyridazin-6-yl)ethanone), COC(C)(N(C)C)OC (N,N-dimethylacetamide dimethyl acetal), C1(=CC=CC=C1)C (toluene), NN (hydrazine). Run in O1CCOCC1 (1,4-Dioxane). Yields the product FC1=C(C=CC(=C1)F)C1=NNC(=C1C=1C=CC=2N(N1)C(=NN2)C(C)C)C (6-(3-(2,4-Difluorophenyl)-5-methyl-1H-pyrazol-4-yl)-3-isopropyl-[1,2,4]triazolo[4,3-b]pyridazine). Isolated yield 2.8%. Starting materials: ClC1=C(C=CC(=C1)F)C1N=C(NC(=C1C(=O)OCC)C)C=1SC(=CN1)F (Ethyl 4-(2-chloro-4-fluorophenyl)-2-(5-fluorothiazol-2-yl)-6-methyl-1,4-dihydropyrimidine-5-carboxylate), C1CC(=O)N(C1=O)Br (NBS). Yields the product BrCC1=C(C(N=C(N1)C=1SC(=CN1)F)C1=C(C=C(C=C1)F)Cl)C(=O)OCC (Ethyl 6-(bromomethyl)-4-(2-chloro-4-fluorophenyl)-2-(5-fluorothiazol-2-yl)-1,4-dihydropyrimidine-5-carboxylate). Yield: 66.5%. Reaction SMILES: [Cl:1][C:2]1[CH:7]=[C:6]([F:8])[CH:5]=[CH:4][C:3]=1[CH:9]1[C:14]([C:15]([O:17][CH2:18][CH3:19])=[O:16])=[C:13]([CH3:20])[NH:12][C:11]([C:21]2[S:22][C:23]([F:26])=[CH:24][N:25]=2)=[N:10]1.C1C(=O)N([Br:34])C(=O)C1>>[Br:34][CH2:20][C:13]1[NH:12][C:11]([C:21]2[S:22][C:23]([F:26])=[CH:24][N:25]=2)=[N:10][CH:9]([C:3]2[CH:4]=[CH:5][C:6]([F:8])=[CH:7][C:2]=2[Cl:1])[C:14]=1[C:15]([O:17][CH2:18][CH3:19])=[O:16]. Reported procedure: Ethyl 4-(2-chloro-4-fluorophenyl)-2-(5-fluorothiazol-2-yl)-6-methyl-1,4-dihydropyrimidine-5-carboxylate (0.17 g, 0.41 mmol) was reacted with NBS (0.07 g, 0.41 mmol) according to the procedure as described in Example 1, Step B to give the title compound as a yellow solid (0.13 g, 65%). The compound was characterized by the following spectroscopic data: The reactants are C([O-])([O-])=O.[K+].[K+] (potassium carbonate), O1C(=NC2=C1C=CC=C2)C=2C=CC(=C(N)C2)NC2CCOCC2 (5-(benzoxazol-2-yl)-2-(tetrahydropyran-4-yl)aminoaniline), OOS(=O)[O-].[K+] (oxone), cyclohexyl aldehyde. Solvent: CN(C)C=O (DMF), O (water). Conditions: time 2.5 hour. The product is O1C(=NC2=C1C=CC=C2)C2=CC1=C(N(C(=N1)C1CCCCC1)C1CCOCC1)C=C2 (5-(benzoxazol-2-yl)-2-cyclohexyl-1-(tetrahydropyran-4-yl)benzimidazole). Isolated yield 119.4%. Reaction SMILES: [O:1]1[C:5]2[CH:6]=[CH:7][CH:8]=[CH:9][C:4]=2[N:3]=[C:2]1[C:10]1[CH:11]=[CH:12][C:13]([NH:17][CH:18]2[CH2:23][CH2:22][O:21][CH2:20][CH2:19]2)=[C:14]([CH:16]=1)[NH2:15].OOS([O-])=O.[K+].C(=O)([O-])[O-].[K+].[K+]>CN(C=O)C.O>[O:1]1[C:5]2[CH:6]=[CH:7][CH:8]=[CH:9][C:4]=2[N:3]=[C:2]1[C:10]1[CH:11]=[CH:12][C:13]2[N:17]([CH:18]3[CH2:23][CH2:22][O:21][CH2:20][CH2:19]3)[C:2]([CH:10]3[CH2:11][CH2:12][CH2:13][CH2:14][CH2:16]3)=[N:15][C:14]=2[CH:16]=1 |f:1.2,3.4.5|. Reported procedure: 5-(Benzoxazol-2-yl)-2-(tetrahydropyran-4-yl)aminoaniline (see Working Example 20-2) (0.15 g, 0.484 mmol) was dissolved in DMF (3 mL) and water (0.1 mL), cyclohexyl aldehyde (0.06 g, 0.561 mmol) was added followed by oxone (0.19 g, 0.310 mmol), and this was stirred at room temperature for 2.5 hours. Aqueous potassium carbonate solution (0.09 g/15 mL) was added to the reaction solution. This was extracted with chloroform, washed with water, and after drying over magnesium sulfate, this was concent...